This data is from the Open Reaction Database (ORD), a public repository of structured organic reaction records. The task is: describe an organic reaction: reactants, conditions, products, and yield RXN SMILES: [Na].[SH:2]C1OC2C=CC=CC=2N=1.[C:12]([CH2:14][CH2:15][N:16]([CH2:23][CH2:24][O:25][C:26](=O)[CH2:27]Cl)[C:17]1[CH:22]=[CH:21][CH:20]=[CH:19][CH:18]=1)#[N:13].[C:30]1(C)[C:31](C)=[CH:32][CH:33]=[CH:34][CH:35]=1.C[N:39](C)[CH:40]=[O:41]>>[C:12]([CH2:14][CH2:15][N:16]([CH2:23][CH:24]([C:40]1[O:41][C:31]2[CH:32]=[CH:33][CH:34]=[CH:35][C:30]=2[N:39]=1)[O:25][C:26](=[S:2])[CH3:27])[C:17]1[CH:22]=[CH:21][CH:20]=[CH:19][CH:18]=1)#[N:13] |^1:0|. Yields the product C(#N)CCN(C1=CC=CC=C1)CC(OC(C)=S)C=1OC2=C(N1)C=CC=C2 (N-(2-cyanoethyl)-N-(benzoxazolyl-2-thioacetoxy ethyl) aniline). Procedure: 10 parts of sodium salt of 2-mercaptobenzoxazole and 13.32 parts of N-(2-cyanoethyl)-N-(α-chloroacetoxyethyl)-aniline in 200 parts of xylene and 40 parts of dimethyl formamide is boiled under reflux for 24 hours. It is worked up in the manner described in Instruction-1 to furnish N-(2-cyanoethyl)-N-(benzoxazolyl-2-thioacetoxy ethyl) aniline having the formula ##STR17## Starting materials: [Na] (sodium), C=1(C(=CC=CC1)C)C (xylene), CN(C=O)C (dimethyl formamide), SC=1OC2=C(N1)C=CC=C2 (2-mercaptobenzoxazole), C(#N)CCN(C1=CC=CC=C1)CCOC(CCl)=O (N-(2-cyanoethyl)-N-(α-chloroacetoxyethyl)-aniline). Starting materials: C(C)OC(C(F)(F)F)(C)C1=CC=C(CN(S(=O)(=O)C2=CC=C(C(=O)OCC)C=C2)C=2N=CC3=CC=CC=C3C2C)C=C1 (ethyl 4-{[[4-(1-ethoxy-2,2,2-trifluoro-1-methylethyl)benzyl](4-methylisoquinolin-3-yl)amino]sulfonyl}benzoate), [OH-].[Na+] (sodium hydroxide), Cl (hydrochloric acid). Run in C(C)O (ethanol), O1CCCC1 (tetrahydrofuran). Run at time 8 hour. Product: C(C)OC(C(F)(F)F)(C)C1=CC=C(CN(S(=O)(=O)C2=CC=C(C(=O)O)C=C2)C=2N=CC3=CC=CC=C3C2C)C=C1 (4-{[[4-(1-ethoxy-2,2,2-trifluoro-1-methylethyl)benzyl](4-methylisoquinolin-3-yl)amino]sulfonyl}benzoic acid). The yield is 84.2%. RXN SMILES: [CH2:1]([O:3][C:4]([C:10]1[CH:42]=[CH:41][C:13]([CH2:14][N:15]([C:30]2[N:31]=[CH:32][C:33]3[C:38]([C:39]=2[CH3:40])=[CH:37][CH:36]=[CH:35][CH:34]=3)[S:16]([C:19]2[CH:29]=[CH:28][C:22]([C:23]([O:25]CC)=[O:24])=[CH:21][CH:20]=2)(=[O:18])=[O:17])=[CH:12][CH:11]=1)([CH3:9])[C:5]([F:8])([F:7])[F:6])[CH3:2].[OH-].[Na+].Cl>C(O)C.O1CCCC1>[CH2:1]([O:3][C:4]([C:10]1[CH:11]=[CH:12][C:13]([CH2:14][N:15]([C:30]2[N:31]=[CH:32][C:33]3[C:38]([C:39]=2[CH3:40])=[CH:37][CH:36]=[CH:35][CH:34]=3)[S:16]([C:19]2[CH:29]=[CH:28][C:22]([C:23]([OH:25])=[O:24])=[CH:21][CH:20]=2)(=[O:17])=[O:18])=[CH:41][CH:42]=1)([CH3:9])[C:5]([F:6])([F:7])[F:8])[CH3:2] |f:1.2|. Reported procedure: To a mixed solution of ethyl 4-{[[4-(1-ethoxy-2,2,2-trifluoro-1-methylethyl)benzyl](4-methylisoquinolin-3-yl)amino]sulfonyl}benzoate (102 mg, 0.17 mmol) prepared in Example 13 in ethanol (1 mL) and tetrahydrofuran (1 mL) was added 2 mol/L aqueous sodium hydroxide solution (340 μL, 0.68 mmol) at room temperature. The reaction solution was stirred at room temperature overnight, and then to the reaction solution was added 2 mol/L hydrochloric acid solution (1 ml). The mixture was extracted with chl... Reactants: FC1=CC=C(C=C1)O (4-fluorophenol), C(=O)([O-])[O-].[Cs+].[Cs+] (Cs2CO3), CN1CCCN(C1=O)C (DMPU). Solvent: CCOC(=O)C.CCCCCC (AcOEt hexane). Run at temperature 200 celsius, time 1 hour. Yields the product C(C)N1C(=NC=C1C=O)OC1=CC=C(C=C1)F (3-Ethyl-2-(4-fluorophenoxy)-3H-imidazole-4-carbaldehyde). Reaction SMILES: [F:1][C:2]1[CH:7]=[CH:6][C:5]([OH:8])=[CH:4][CH:3]=1.[C:9]([O-:12])([O-])=O.[Cs+].[Cs+].[CH3:15][N:16]1[C:21](=O)[N:20]([CH3:23])[CH2:19][CH2:18]C1>CCOC(C)=O.CCCCCC>[CH2:19]([N:20]1[C:23]([CH:9]=[O:12])=[CH:15][N:16]=[C:21]1[O:8][C:5]1[CH:6]=[CH:7][C:2]([F:1])=[CH:3][CH:4]=1)[CH3:18] |f:1.2.3,5.6|. Procedure: A suspension of the compound obtained in Example 7-(1) (5.0 g), 4-fluorophenol (2.87 g) and Cs2CO3 (10.4 g) in DMPU (10 ml) was stirred at 200° C. for 1 hour. After cooling to room temperature, the reaction mixture was diluted with methanol/chloroform (1/4) and filtered. The filtrate was concentrated, and the resulting residue was purified by column chromatography (OH-type SiO2, AcOEt/hexane=0% to 30%) to give the titled compound (4.16 g) as a light-pink liquid. Reaction conditions: time 5 hour. The product is C(C)(C)(C)OC(=O)N1C[C@H]([C@@H](C1)CNC(C)C)C(O[SiH2]C(C)(C)C)(C)C ((3S,4R)-3-(tert-Butyl-dimethyl-silanyloxymethyl)-4-(isopropylamino-methyl)-pyrrolidine-1-carboxylic acid tert-butyl ester). The reactants are C(C)(C)(C)OC(=O)N1C[C@H]([C@@H](C1)C=O)C(O[SiH2]C(C)(C)C)(C)C ((3S,4S)-3-(tert-butyl-dimethyl-silanyloxymethyl)-4-formyl-pyrrolidine-1-carboxylic acid tert-butyl ester), C(C)(C)N (isopropylamine), [BH-](OC(=O)C)(OC(=O)C)OC(=O)C.[Na+] (NaBH(OAc)3). Procedure details: A solution of (3S,4S)-3-(tert-butyl-dimethyl-silanyloxymethyl)-4-formyl-pyrrolidine-1-carboxylic acid tert-butyl ester (7.7 g, 22.41 mmol) and isopropylamine (5.78 mL, 67.24 mmol) in 1,2-dichloroethane (200 mL) is stirred 25 min before the addition of NaBH(OAc)3 (11.88 g, 56.03 mmol). The solution is stirred for 5 h, then diluted with CH2Cl2 and washed with an aqueous saturated solution of NaHCO3. The aqueous layer is back extracted twice with CH2Cl2 and the combined organic extracts are dried o... As a reaction SMILES: [C:1]([O:5][C:6]([N:8]1[CH2:12][C@@H:11]([CH:13]=O)[C@H:10]([C:15]([CH3:23])([CH3:22])[O:16][SiH2:17][C:18]([CH3:21])([CH3:20])[CH3:19])[CH2:9]1)=[O:7])([CH3:4])([CH3:3])[CH3:2].[CH:24]([NH2:27])([CH3:26])[CH3:25].[BH-](OC(C)=O)(OC(C)=O)OC(C)=O.[Na+]>ClCCCl.C(Cl)Cl>[C:1]([O:5][C:6]([N:8]1[CH2:12][C@@H:11]([CH2:13][NH:27][CH:24]([CH3:26])[CH3:25])[C@H:10]([C:15]([CH3:23])([CH3:22])[O:16][SiH2:17][C:18]([CH3:20])([CH3:19])[CH3:21])[CH2:9]1)=[O:7])([CH3:4])([CH3:3])[CH3:2] |f:2.3|. Solvent: C(Cl)Cl (CH2Cl2), ClCCCl (1,2-dichloroethane). Starting materials: OC1=C(C2=C(C(CCO2)=O)C=C1)CCC (2,3-dihydro-7-hydroxy-8-propyl-4H-1-benzopyran-4-one), C(C)OC(CCC1=C(C=CC(=C1)C(=O)C1=CC(=CC=C1)C(=O)OCC)OCCCCCCCBr)=O (2-[(7-bromoheptyl)oxy]-5-[[3-(ethoxycarbonyl)phenyl]carbonyl]benzenepropanoic acid ethyl ester). Run in CCCCCC.C(C)(=O)OCC (hexane ethyl acetate). Yields the product C(=O)(O)C=1C=C(C=CC1)C(=O)C=1C=CC(=C(C1)CCC(=O)O)OCCCCCCCOC1=C(C2=C(C(CCO2)=O)C=C1)CCC (5-[(3-Carboxyphenyl)carbonyl]-2-[7-[(3,4-dihydro-4-oxo-8-propyl-2H-1-benzopyran-7-yl)oxy]heptyloxy]benzenepropanoic Acid). The yield is 62.7%. RXN SMILES: [OH:1][C:2]1[CH:12]=[CH:11][C:5]2[C:6](=[O:10])[CH2:7][CH2:8][O:9][C:4]=2[C:3]=1[CH2:13][CH2:14][CH3:15].C([O:18][C:19](=[O:50])[CH2:20][CH2:21][C:22]1[CH:27]=[C:26]([C:28]([C:30]2[CH:35]=[CH:34][CH:33]=[C:32]([C:36]([O:38]CC)=[O:37])[CH:31]=2)=[O:29])[CH:25]=[CH:24][C:23]=1[O:41][CH2:42][CH2:43][CH2:44][CH2:45][CH2:46][CH2:47][CH2:48]Br)C>CCCCCC.C(OCC)(=O)C>[C:36]([C:32]1[CH:31]=[C:30]([C:28]([C:26]2[CH:25]=[CH:24][C:23]([O:41][CH2:42][CH2:43][CH2:44][CH2:45][CH2:46][CH2:47][CH2:48][O:1][C:2]3[CH:12]=[CH:11][C:5]4[C:6](=[O:10])[CH2:7][CH2:8][O:9][C:4]=4[C:3]=3[CH2:13][CH2:14][CH3:15])=[C:22]([CH2:21][CH2:20][C:19]([OH:50])=[O:18])[CH:27]=2)=[O:29])[CH:35]=[CH:34][CH:33]=1)([OH:38])=[O:37] |f:2.3|. Procedure details: Starting with 0.153 g (0.74 mmol) of 2,3-dihydro-7-hydroxy-8-propyl-4H-1-benzopyran-4-one, and 0.41 g (0.74 mmol) of 2-[(7-bromoheptyl)oxy]-5-[[3-(ethoxycarbonyl)phenyl]carbonyl]benzenepropanoic acid ethyl ester, the title compound (0.286 g; 77.8% overall yield) was obtained as a white solid, mp 152°-153° C. (recrystallized from hexane-ethyl acetate), using the procedure of example 22. Reactants: O (water), OOS(=O)[O-].[K+] (OXONE), C1C2CC3(CC(CC13)C2)C(=O)NC2=C(C1=C(COCC1)S2)C(=O)NCCSC (2-[(hexahydro-2,5-methanopentalen-3a(1H)-ylcarbonyl)amino]-N-[2-(methylthio)ethyl]-4,7-dihydro-5H-thieno[2,3-c]pyran-3-carboxamide), CO (methanol). Run at temperature 0 celsius, time 30 minute. Product: C1C2CC3(CC(CC13)C2)C(=O)NC2=C(C1=C(COCC1)S2)C(=O)NCCS(=O)(=O)C (2-[(hexahydro-2,5-methanopentalen-3a(1H)-ylcarbonyl)amino]-N-[2-(methylsulfonyl)ethyl]-4,7-dihydro-5H-thieno[2,3-c]pyran-3-carboxamide). Reaction SMILES: O.O[O:3][S:4]([O-:6])=O.[K+].[CH2:8]1[CH:15]2[C:11]3([C:17]([NH:19][C:20]4[S:28][C:23]5[CH2:24][O:25][CH2:26][CH2:27][C:22]=5[C:21]=4[C:29]([NH:31][CH2:32][CH2:33]SC)=[O:30])=[O:18])[CH2:12][CH:13]([CH2:16][CH:9]1[CH2:10]3)[CH2:14]2.[CH3:36]O>>[CH2:14]1[CH:15]2[C:11]3([C:17]([NH:19][C:20]4[S:28][C:23]5[CH2:24][O:25][CH2:26][CH2:27][C:22]=5[C:21]=4[C:29]([NH:31][CH2:32][CH2:33][S:4]([CH3:36])(=[O:6])=[O:3])=[O:30])=[O:18])[CH2:10][CH:9]([CH2:16][CH:13]1[CH2:12]3)[CH2:8]2 |f:1.2|. Procedure: To a 50-mL round-bottomed flask containing a magnetic stir bar were added water (2 mL) and OXONE® (155 mg, 0.252 mmol). The flask was cooled in an ice bath. A solution of Example 201 in methanol (11 mL) was added and the resulting slurry was stirred at 0° C. for 30 minutes. The mixture was allowed to warm to room temperature over 3 hours. The mixture was extracted with dichloromethane (3×5 mL). The combined organic extracts were dried over magnesium sulfate, filtered, and concentrated by rotary ...